This data is from the Open Reaction Database (ORD), a public repository of structured organic reaction records. The task is: describe an organic reaction: reactants, conditions, products, and yield Starting materials: CC1=C(C=CC(=C1)OC1=CC=CC=C1)C1=CN(C=2N=CN=C(C21)N)[C@@H]2CC[C@H](CC2)N2CCN(CC2)C (Trans-5-(2-methyl-4-phenoxyphenyl)-7-[4-(4-methylpiperazino)-cyclohexyl]-7H-pyrrolo[2,3-d]pyrimidin-4-amine), C(\C=C/C(=O)O)(=O)O (maleic acid). The solvent is C(C)O (ethanol), C(C)O (ethanol). Yields the product C(\C=C/C(=O)O)(=O)O.C(\C=C/C(=O)O)(=O)O.C(\C=C/C(=O)O)(=O)O.CC1=C(C=CC(=C1)OC1=CC=CC=C1)C1=CN(C=2N=CN=C(C21)N)[C@@H]2CC[C@H](CC2)N2CCN(CC2)C (trans-5-(2-methyl-4-phenoxyphenyl)-7-[4-(4-methylpiperazino)-cyclohexyl]-7H-pyrrolo[2,3-d]pyrimidin-4-amine trimaleate). The yield is 23.9%. As a reaction SMILES: [CH3:1][C:2]1[CH:7]=[C:6]([O:8][C:9]2[CH:14]=[CH:13][CH:12]=[CH:11][CH:10]=2)[CH:5]=[CH:4][C:3]=1[C:15]1[C:23]2[C:22]([NH2:24])=[N:21][CH:20]=[N:19][C:18]=2[N:17]([C@H:25]2[CH2:30][CH2:29][C@H:28]([N:31]3[CH2:36][CH2:35][N:34]([CH3:37])[CH2:33][CH2:32]3)[CH2:27][CH2:26]2)[CH:16]=1.[C:38]([OH:45])(=[O:44])/[CH:39]=[CH:40]\[C:41]([OH:43])=[O:42]>C(O)C>[C:38]([OH:45])(=[O:44])/[CH:39]=[CH:40]\[C:41]([OH:43])=[O:42].[C:38]([OH:45])(=[O:44])/[CH:39]=[CH:40]\[C:41]([OH:43])=[O:42].[C:38]([OH:45])(=[O:44])/[CH:39]=[CH:40]\[C:41]([OH:43])=[O:42].[CH3:1][C:2]1[CH:7]=[C:6]([O:8][C:9]2[CH:10]=[CH:11][CH:12]=[CH:13][CH:14]=2)[CH:5]=[CH:4][C:3]=1[C:15]1[C:23]2[C:22]([NH2:24])=[N:21][CH:20]=[N:19][C:18]=2[N:17]([C@H:25]2[CH2:26][CH2:27][C@H:28]([N:31]3[CH2:32][CH2:33][N:34]([CH3:37])[CH2:35][CH2:36]3)[CH2:29][CH2:30]2)[CH:16]=1 |f:3.4.5.6|. Reported procedure: A mixture of trans-5-iodo-7-[4-(4-methylpiperazino)cyclohexyl]-7H-pyrrolo[2,3-d]pyrimidin-4-amine (0.347 g, 0.000788 mol), 3-methyl-4-(4,4,5,5-tetramethyl-1,3,2-dioxaborolan-2-yl)phenyl phenyl ether (0.27 g, 0.000867 mol), tetrakis(triphenyl-phosphine)palladium(0) (0.054 g, 0.000047 mmol), and sodium carbonate (0.209 g, 0.00197 mol) in N,N-dimethylformamide (15 mL) and water (10 mL) was heated at 80° C. under an atmosphere of nitrogen for 16 hours. The mixture was allowed to cool to ambient temp... Reaction SMILES: [Cl:1][C:2]1[CH:15]=[C:14]([F:16])[C:13]([N:17]2[C:22](=[O:23])[CH:21]=[C:20]([C:24]([F:27])([F:26])[F:25])[N:19]([CH3:28])[C:18]2=[O:29])=[CH:12][C:3]=1[O:4][C:5]1[CH:10]=[CH:9][CH:8]=[CH:7][C:6]=1[OH:11].C(=O)([O-])[O-].[K+].[K+].Cl[CH2:37][C:38]([O:40][C:41]([CH3:44])([CH3:43])[CH3:42])=[O:39].[Cl-].[Na+]>CN(C)C=O.C(OCC)(=O)C>[Cl:1][C:2]1[CH:15]=[C:14]([F:16])[C:13]([N:17]2[C:22](=[O:23])[CH:21]=[C:20]([C:24]([F:25])([F:26])[F:27])[N:19]([CH3:28])[C:18]2=[O:29])=[CH:12][C:3]=1[O:4][C:5]1[CH:10]=[CH:9][CH:8]=[CH:7][C:6]=1[O:11][CH2:37][C:38]([O:40][C:41]([CH3:44])([CH3:43])[CH3:42])=[O:39] |f:1.2.3,5.6|. Conditions: time 50 minute. Product: ClC1=C(OC2=C(OCC(=O)OC(C)(C)C)C=CC=C2)C=C(C(=C1)F)N1C(N(C(=CC1=O)C(F)(F)F)C)=O (t-butyl [2-{2-chloro-4-fluoro-5-[3-methyl-2,6-dioxo-4-(trifluoromethyl)-1,2,3,6-tetrahydropyrimidin-1-yl]phenoxy}phenoxy]acetate). The reactants are ice water, [Cl-].[Na+] (sodium chloride), ClC1=C(OC2=C(C=CC=C2)O)C=C(C(=C1)F)N1C(N(C(=CC1=O)C(F)(F)F)C)=O (2-{2-chloro-4-fluoro-5-[3-methyl-2,6-dioxo-4-(trifluoromethyl)-1,2,3,6-tetrahydropyrimidin-1-yl]phenoxy}phenol), C([O-])([O-])=O.[K+].[K+] (potassium carbonate), ClCC(=O)OC(C)(C)C (t-butyl chloroacetate). The solvent is C(C)(=O)OCC (ethyl acetate), CN(C=O)C (N,N-dimethylformamide). Reported procedure: First, 0.20 g of 2-{2-chloro-4-fluoro-5-[3-methyl-2,6-dioxo-4-(trifluoromethyl)-1,2,3,6-tetrahydropyrimidin-1-yl]phenoxy}phenol was dissolved in 2 ml of N,N-dimethylformamide, to which 0.083 g of potassium carbonate was added, and the mixture was stirred at room temperature for 50 minutes. Then, 0.077 g of t-butyl chloroacetate was added, and the mixture was stirred at 40° C. to 60° C. for 2 hours. After left for cooling, ice water was poured into the reaction mixture, and after addition of ethy... The yield is 4106.7%.